Dataset: the Open Reaction Database (ORD), a public repository of structured organic reaction records. Task: describe an organic reaction: reactants, conditions, products, and yield Reactants: CC(C)CCC(=O)N1CCNCC1, COCCO, COc1cc2nc(Cl)[nH]c2cc1OC. The product is Cl, COc1cc2nc(N3CCN(C(=O)CCC(C)C)CC3)[nH]c2cc1OC. As a reaction SMILES: [CH3:15][CH:16]([CH2:17][CH2:18][C:19](=[O:20])[N:21]1[CH2:22][CH2:23][NH:24][CH2:25][CH2:26]1)[CH3:27].[CH3:28][O:29][CH2:30][CH2:31][OH:32].[Cl:1][c:2]1[nH:3][c:4]2[c:5]([n:6]1)[cH:7][c:8]([O:13][CH3:14])[c:9]([O:11][CH3:12])[cH:10]2>>[ClH:1].[c:2]1([N:24]2[CH2:23][CH2:22][N:21]([C:19]([CH2:18][CH2:17][CH:16]([CH3:15])[CH3:27])=[O:20])[CH2:26][CH2:25]2)[nH:3][c:4]2[c:5]([n:6]1)[cH:7][c:8]([O:13][CH3:14])[c:9]([O:11][CH3:12])[cH:10]2. Reactants: [BH4-], CCOC(C)=O, CO, [Na+], O, CC1(c2cccnc2)C(=C=S)C(=C=S)CCC1=CC=O. The product is CC1(c2cccnc2)C(=C=S)C(=C=S)CCC1=CCO. Reaction SMILES: [BH4-:21].[CH3:23][CH2:24][O:25][C:26](=[O:27])[CH3:28].[CH3:30][OH:31].[Na+:22].[OH2:29].[n:1]1[cH:2][c:3]([C:7]2([CH3:20])[C:8](=[CH:17][CH:18]=[O:19])[CH2:9][CH2:10][C:11](=[C:15]=[S:16])[C:12]2=[C:13]=[S:14])[cH:4][cH:5][cH:6]1>>[n:1]1[cH:2][c:3]([C:7]2([CH3:20])[C:8](=[CH:17][CH2:18][OH:19])[CH2:9][CH2:10][C:11](=[C:15]=[S:16])[C:12]2=[C:13]=[S:14])[cH:4][cH:5][cH:6]1. Starting materials: NC1=C(C(=CC=C1)C)C(C)=O (1-(2-amino-6-methyl-phenyl)-ethanone), ClCC#N (chloroacetonitrile). Solvent: Cl (hydrogen chloride), O1CCOCC1 (dioxane). Product: ClCC1=NC2=CC=CC(=C2C(=N1)C)C (2-chloromethyl-4,5-dimethyl-quinazoline). RXN SMILES: [NH2:1][C:2]1[CH:7]=[CH:6][CH:5]=[C:4]([CH3:8])[C:3]=1[C:9](=O)[CH3:10].[Cl:12][CH2:13][C:14]#[N:15]>O1CCOCC1.Cl>[Cl:12][CH2:13][C:14]1[N:15]=[C:9]([CH3:10])[C:3]2[C:2](=[CH:7][CH:6]=[CH:5][C:4]=2[CH3:8])[N:1]=1. Procedure: Prepared by reacting 1-(2-amino-6-methyl-phenyl)-ethanone with chloroacetonitrile in dioxane while piping in hydrogen chloride at 30-38° C. Starting materials: CC(C)(C)[Si](C)(C)OCCn1ccc(NC(=O)C(CC2CCC(=O)C2)c2cccc(C(F)(F)F)c2)n1, CCO, CC#N, Cl. Yields the product O=C1CCC(CC(C(=O)Nc2ccn(CCO)n2)c2cccc(C(F)(F)F)c2)C1. RXN SMILES: [C:1]([Si:2]([CH3:3])([CH3:4])[O:6][CH2:7][CH2:8][n:9]1[n:10][c:11]([NH:14][C:15]([CH:16]([CH2:17][CH:18]2[CH2:19][C:20](=[O:23])[CH2:21][CH2:22]2)[c:24]2[cH:25][c:26]([C:30]([F:31])([F:32])[F:33])[cH:27][cH:28][cH:29]2)=[O:34])[cH:12][cH:13]1)([CH3:5])([CH3:35])[CH3:36].[CH3:37][CH2:38][OH:39].[CH3:41][C:42]#[N:43].[ClH:40]>>[OH:6][CH2:7][CH2:8][n:9]1[n:10][c:11]([NH:14][C:15]([CH:16]([CH2:17][CH:18]2[CH2:19][C:20](=[O:23])[CH2:21][CH2:22]2)[c:24]2[cH:25][c:26]([C:30]([F:31])([F:32])[F:33])[cH:27][cH:28][cH:29]2)=[O:34])[cH:12][cH:13]1. RXN SMILES: [CH3:1][O:2][C:3]([c:4]1[c:5]([CH2:12][Br:13])[cH:6][c:7]([Cl:11])[cH:8][c:9]1[I:10])=[O:14].[CH3:30][CH2:31][O:32][C:33](=[O:34])[CH3:35].[CH3:36][c:37]1[cH:38][cH:39][cH:40][cH:41][cH:42]1.[CH3:43][CH2:44][CH2:45][CH2:46][CH2:47][CH3:48].[F:15][c:16]1[cH:17][cH:18][c:19]([CH2:20][NH2:21])[cH:22][cH:23]1.[K+:24].[K+:25].[O-:26][C:27]([O-:28])=[O:29]>>[C:3]1(=[O:14])[c:4]2[c:5]([cH:6][c:7]([Cl:11])[cH:8][c:9]2[I:10])[CH2:12][N:21]1[CH2:20][c:19]1[cH:18][cH:17][c:16]([F:15])[cH:23][cH:22]1. Starting materials: COC(=O)c1c(I)cc(Cl)cc1CBr, CCOC(C)=O, Cc1ccccc1, CCCCCC, NCc1ccc(F)cc1, [K+], [K+], O=C([O-])[O-]. Product: O=C1c2c(I)cc(Cl)cc2CN1Cc1ccc(F)cc1. Starting materials: BrC1=CC(=C(C=C1)OC)[N+](=O)[O-] (4-bromo-1-methoxy-2-nitro-benzene), N1CCCC1 (pyrrolidine), FC1=CC=C(C(=O)NC=2SC3=C(N2)C(=CC=C3N3CCOCC3)OC)C=C1 (4-fluoro-N-(4-methoxy-7-morpholin-4-yl-benzothiazol-2-yl)-benzamide). Yields the product FC1=CC=C(C(=O)NC=2SC3=C(N2)C(=CC=C3N3CCCC3)OC)C=C1 (4-Fluoro-N-(4-methoxy-7-pyrrolidin-1-yl-benzothiazol-2-yl)-benzamide). As a reaction SMILES: BrC1C=CC(OC)=C([N+]([O-])=O)C=1.N1CCCC1.[F:18][C:19]1[CH:44]=[CH:43][C:22]([C:23]([NH:25][C:26]2[S:27][C:28]3[C:34]([N:35]4[CH2:40][CH2:39]O[CH2:37][CH2:36]4)=[CH:33][CH:32]=[C:31]([O:41][CH3:42])[C:29]=3[N:30]=2)=[O:24])=[CH:21][CH:20]=1>>[F:18][C:19]1[CH:20]=[CH:21][C:22]([C:23]([NH:25][C:26]2[S:27][C:28]3[C:34]([N:35]4[CH2:36][CH2:37][CH2:39][CH2:40]4)=[CH:33][CH:32]=[C:31]([O:41][CH3:42])[C:29]=3[N:30]=2)=[O:24])=[CH:43][CH:44]=1. Reported procedure: The title compound was prepared strarting from 4-bromo-1-methoxy-2-nitro-benzene and pyrrolidine as described for 4-fluoro-N-(4-methoxy-7-morpholin-4-yl-benzothiazol-2-yl)-benzamide (Example 275) and obtained as a light brown solid in about 10% overall yield, MS: m/e=372 (M+H+). Procedure: An oven dried screw cap test tube was charged with NaCN (91 mg, 1.857 mmol), dried KI (51 mg, 0.307 mmol, 20 mol %), CuI (30 mg, 0.157 mmol, 10 mol %), (4-bromophenyl)-phenyl-methanone (404 mg, 1.548 mmol), evacuated and backfilled with argon three times. N,N′-dimethylethylenediamine (165 μL, 1.550 mmol) and anhydrous toluene (1 mL) were added under argon. The tube was sealed and the reaction mixture was stirred magnetically at 110° C. for 24 h. The resulting suspension was cooled to room temper... The reactants are [C-]#N.[Na+] (NaCN), [OH-].[NH4+] (ammonium hydroxide), CNCCNC (N,N′-dimethylethylenediamine), BrC1=CC=C(C=C1)C(=O)C1=CC=CC=C1 ((4-bromophenyl)-phenyl-methanone). Run in O (water), C(C)(=O)OCC (ethyl acetate), C1(=CC=CC=C1)C (toluene). Reaction conditions: temperature 110 celsius, time 24 hour. The reagents and catalysts are [Cu]I (CuI). The product is C(C1=CC=CC=C1)(=O)C1=CC=C(C#N)C=C1 (4-Benzoylbenzonitrile). Reaction SMILES: [C-]#N.[Na+].Br[C:5]1[CH:10]=[CH:9][C:8]([C:11]([C:13]2[CH:18]=[CH:17][CH:16]=[CH:15][CH:14]=2)=[O:12])=[CH:7][CH:6]=1.[CH3:19][NH:20]CCNC.[OH-].[NH4+]>[Cu]I.O.C(OCC)(=O)C.C1(C)C=CC=CC=1>[C:11]([C:8]1[CH:9]=[CH:10][C:5]([C:19]#[N:20])=[CH:6][CH:7]=1)(=[O:12])[C:13]1[CH:18]=[CH:17][CH:16]=[CH:15][CH:14]=1 |f:0.1,4.5|. The reactants are COC1=CC(=C(C=C1)[N+](=O)[O-])OC1=CC=CC=C1 (4-methoxy-1-nitro-2-phenoxy-benzene), [H][H] (hydrogen). The reagents and catalysts are [Pd] (Pd—C). Solvent: C(C)(=O)OCC (ethyl acetate). Yields the product COC1=CC(=C(C=C1)N)OC1=CC=CC=C1 (4-Methoxy-2-phenoxy-phenylamine). Yield: 96.4%. RXN SMILES: [CH3:1][O:2][C:3]1[CH:8]=[CH:7][C:6]([N+:9]([O-])=O)=[C:5]([O:12][C:13]2[CH:18]=[CH:17][CH:16]=[CH:15][CH:14]=2)[CH:4]=1.[H][H]>C(OCC)(=O)C.[Pd]>[CH3:1][O:2][C:3]1[CH:8]=[CH:7][C:6]([NH2:9])=[C:5]([O:12][C:13]2[CH:14]=[CH:15][CH:16]=[CH:17][CH:18]=2)[CH:4]=1. Procedure: A mixture 4-methoxy-1-nitro-2-phenoxy-benzene (1.3 g, 5.3 mmol) and 5% Pd—C (0.3 g) in ethyl acetate (100 mL) was shaken under 50 psi of hydrogen for 20 hours. The mixture was filtered through Celite and evaporated, providing 1.1 g of the product as a light gold oil; 1H NMR (CDCl3) δ 3.70 (s, 3H), 6.49 (d, J=2.6 Hz, 1H), 6.59 (dd, J=8.6 Hz, J=2.6 Hz, 1H), 6.78 (d, J=8.6 Hz, 1H), 6.96-7.00 (m, 2H), 7.07 (t, J=7.3 Hz, 1H), 7.28-7.35 (m, 2H). Starting materials: BrC1=NC=C(C=C1)Br (2,5-dibromopyridine), S1C=C(C=C1)B(O)O (3-thiophene boronic acid), BrC1=CC=C(C(=O)CCCCCCC(=O)OCC)C=C1 (Ethyl 7-(4-bromobenzoyl)heptanoate), COC=1C=C(C=CC1OC)B(O)O (3,4-dimethoxyphenyl boronic acid). Yields the product COC=1C=C(C=CC1OC)C1=NC=C(C=C1)Br (2-(3,4-dimethoxyphenyl)-5-bromopyridine). The yield is 78.0%. As a reaction SMILES: Br[C:2]1[CH:7]=[CH:6][C:5]([Br:8])=[CH:4][N:3]=1.BrC1C=CC(C(CCCCCCC(OCC)=O)=O)=CC=1.[CH3:29][O:30][C:31]1[CH:32]=[C:33](B(O)O)[CH:34]=[CH:35][C:36]=1[O:37][CH3:38].S1C=CC(B(O)O)=C1>>[CH3:29][O:30][C:31]1[CH:32]=[C:33]([C:2]2[CH:7]=[CH:6][C:5]([Br:8])=[CH:4][N:3]=2)[CH:34]=[CH:35][C:36]=1[O:37][CH3:38]. Procedure details: Following the procedure described in Example 67, step 1, but substituting respectively 2,5-dibromopyridine for 49d and 3,4-dimethoxyphenyl boronic acid for 3-thiophene boronic acid, the title compound 147 was obtained in 78% Yield. 1H NMR (300 MHz, CDCl3): δ 8.65 (dd, J=2.4, 0.9 Hz, 1H), 7.77 (dd, J=8.4, 5.4 Hz, 1H), 7.60 (d, J=2.1 Hz, 1H), 7.53 (dd, J=8.4, 0.9 Hz, 1H), 7.73 (dd, J=8.4, 2.1 Hz, 1H), 6.89 (d, J=8.4 Hz, 1H), 3.95 (s, 3H), 3.90 (s, 3H). 13C NMR (75 MHz, CDCl3): δ 55.92, 55.93, 109.... The reactants are BrC1=CSC2=C1C(=NC=C2I)N (3-bromo-7-iodothieno[3,2-c]pyridin-4-amine), C(C)OC(/C=C/B1OC(C(O1)(C)C)(C)C)OCC (2-[(1E)-3,3-diethoxy-1-propenyl]-4,4,5,5-tetramethyl-1,3,2-dioxaborolane), C(=O)([O-])[O-].[Na+].[Na+] (Na2CO3). Reagents/catalysts: C=1C=CC(=CC1)[P](C=2C=CC=CC2)(C=3C=CC=CC3)[Pd]([P](C=4C=CC=CC4)(C=5C=CC=CC5)C=6C=CC=CC6)([P](C=7C=CC=CC7)(C=8C=CC=CC8)C=9C=CC=CC9)[P](C=1C=CC=CC1)(C=1C=CC=CC1)C=1C=CC=CC1 (Pd(PPh3)4). Solvent: COCCOC (1,2-dimethoxyethane), O (water). The product is BrC1=CSC2=C1C(=NC=C2\C=C\C(OCC)OCC)N (3-bromo-7-[(1E)-3,3-diethoxy-1-propenyl]thieno[3,2-c]pyridin-4-amine). The yield is 75.0%. As a reaction SMILES: [Br:1][C:2]1[C:6]2[C:7]([NH2:12])=[N:8][CH:9]=[C:10](I)[C:5]=2[S:4][CH:3]=1.[CH2:13]([O:15][CH:16]([O:28][CH2:29][CH3:30])/[CH:17]=[CH:18]/B1OC(C)(C)C(C)(C)O1)[CH3:14].C([O-])([O-])=O.[Na+].[Na+]>COCCOC.O.C1C=CC([P]([Pd]([P](C2C=CC=CC=2)(C2C=CC=CC=2)C2C=CC=CC=2)([P](C2C=CC=CC=2)(C2C=CC=CC=2)C2C=CC=CC=2)[P](C2C=CC=CC=2)(C2C=CC=CC=2)C2C=CC=CC=2)(C2C=CC=CC=2)C2C=CC=CC=2)=CC=1>[Br:1][C:2]1[C:6]2[C:7]([NH2:12])=[N:8][CH:9]=[C:10](/[CH:18]=[CH:17]/[CH:16]([O:28][CH2:29][CH3:30])[O:15][CH2:13][CH3:14])[C:5]=2[S:4][CH:3]=1 |f:2.3.4,^1:47,49,68,87|. Procedure: A mixture of Example 21A (200 mg, 0.56 mmol), 2-[(1E)-3,3-diethoxy-1-propenyl]-4,4,5,5-tetramethyl-1,3,2-dioxaborolane (175 mg, 0.67 mmol), Pd(PPh3)4 (40 mg, 0.03 mmol) and Na2CO3 (120 mg, 1.13 mmol) in 1,2-dimethoxyethane (10 mL) and water (5 mL) was heated in an 85° C. oil bath for 15 hours. The mixture was cooled to room temperature and concentrated under reduced pressure. The mixture was extracted with dichloromethane and the extract was dried (MgSO4), filtered, and concentrated. The residue...